From a dataset of the Open Reaction Database (ORD), a public repository of structured organic reaction records. describe an organic reaction: reactants, conditions, products, and yield The reactants are O (water), BrC=1C=C(SC1Br)C=O (4,5-dibromothiophene-2-carbaldehyde), C([O-])([O-])=O.[K+].[K+] (potassium carbonate), COC=1C=C(C=CC1)S (3-methoxybenzenethiol). Run in CN(C=O)C (N,N-dimethylformamide). Conditions: time 8 hour. The product is BrC=1C=C(SC1SC1=CC(=CC=C1)OC)C=O (4-bromo-5-[(3-methoxyphenyl)thio]thiophene-2-carbaldehyde), crude oil. Reaction SMILES: [Br:1][C:2]1[CH:3]=[C:4]([CH:8]=[O:9])[S:5][C:6]=1Br.C(=O)([O-])[O-].[K+].[K+].[CH3:16][O:17][C:18]1[CH:19]=[C:20]([SH:24])[CH:21]=[CH:22][CH:23]=1.O>CN(C)C=O>[Br:1][C:2]1[CH:3]=[C:4]([CH:8]=[O:9])[S:5][C:6]=1[S:24][C:20]1[CH:21]=[CH:22][CH:23]=[C:18]([O:17][CH3:16])[CH:19]=1 |f:1.2.3|. Procedure details: To a solution of 4,5-dibromothiophene-2-carbaldehyde (1.0 g) in N,N-dimethylformamide (10 mL) were added potassium carbonate (665 mg) and 3-methoxybenzenethiol (571 mg) at room temperature. After stirring at room temperature overnight, water was added to the reaction mixture, and the mixture was extracted with ethyl acetate. The extract was washed with saturated brine, dried over anhydrous sodium sulfate, and concentrated under reduced pressure. The residue was purified by silica gel column chro... Starting materials: Br.Br.C(C)OC(=O)[C@H](CCCCC1CCNCC1)N[C@H]1CSC2=C(N(C1=O)CC(=O)O)C=CC=C2 (3(R)-[1(S)-ethoxycarbonyl-5-(4-piperidyl)pentyl]amino-4-oxo-2,3,4,5-tetrahydro-1,5-benzothiazepine-5-acetic acid.dihydrobromide), C(C)(=O)O (acetic acid). The solvent is [OH-].[Na+] (sodium hydroxide). Run at time 30 minute. The product is C(=O)(O)[C@H](CCCCC1CCNCC1)N[C@H]1CSC2=C(N(C1=O)CC(=O)O)C=CC=C2 (3(R)-[1(S)-carboxy-5-(4-piperidyl)pentyl]amino-4-oxo-2,3,4,5-tetrahydro-1,5-benzothiazepine-5-acetic acid). Yield: 94.8%. RXN SMILES: Br.Br.C([O:5][C:6]([C@@H:8]([NH:19][C@@H:20]1[C:26](=[O:27])[N:25]([CH2:28][C:29]([OH:31])=[O:30])[C:24]2[CH:32]=[CH:33][CH:34]=[CH:35][C:23]=2[S:22][CH2:21]1)[CH2:9][CH2:10][CH2:11][CH2:12][CH:13]1[CH2:18][CH2:17][NH:16][CH2:15][CH2:14]1)=[O:7])C.C(O)(=O)C>[OH-].[Na+]>[C:6]([C@@H:8]([NH:19][C@@H:20]1[C:26](=[O:27])[N:25]([CH2:28][C:29]([OH:31])=[O:30])[C:24]2[CH:32]=[CH:33][CH:34]=[CH:35][C:23]=2[S:22][CH2:21]1)[CH2:9][CH2:10][CH2:11][CH2:12][CH:13]1[CH2:18][CH2:17][NH:16][CH2:15][CH2:14]1)([OH:7])=[O:5] |f:0.1.2,4.5|. Procedure details: In 10 ml of 1N aqueous sodium hydroxide solution is dissolved 0.45 g of 3(R)-[1(S)-ethoxycarbonyl-5-(4-piperidyl)pentyl]amino-4-oxo-2,3,4,5-tetrahydro-1,5-benzothiazepine-5-acetic acid.dihydrobromide, and the solution is allowed to stand at room temperature for 30 minutes. The reaction solution is neutralized with 2 ml of acetic acid and purified by MCI gel column chromatography (water:methanol=2:1). The eluent is concentrated under reduced pressure and the residue is lyophilized to give 0.3 g o... Reactants: OC1=C(C(C(C2=CC=CC=C12)(CCC)CCC)=O)C(=O)OCC (Ethyl 1-hydroxy-3-oxo-4,4-dipropyl-3,4-dihydro-2-naphthalenecarboxylate), C(CCC)C1(C(C(=C(C2=CC=CC=C12)O)C(=O)OCC)=O)CCCC (Ethyl 4,4-dibutyl-1-hydroxy-3-oxo-3,4-dihydro-2-naphthalenecarboxylate). Yields the product C(CC)C1(C(C=C(C2=CC=CC=C12)O)=O)CCC (1,1-dipropyl-4-hydroxy-2(1H)-naphthalenone). Procedure: The title compound was prepared according the procedure of Example 5B, substituting the product of Example 1F for the product of Example 4F. 1H NMR (300 MHz, CDCl3) δ ppm 0.55 (m, 2H) 0.67 (m, 4.8H) 0.79 (m, 1.2H) 0.98 (m, 2H) 1.78 (m, 2H) 2.19 (m, 2H) 3.69 (s, 0.4H) 6.13 (s, 0.8H) 7.41 (m, 2H) 7.56 (m, 0.8H) 7.67 (m, 0.2H) 8.07 (m, 0.2H) 8.13 (m, 0.8H). RXN SMILES: [OH:1][C:2]1[C:11]2[C:6](=[CH:7][CH:8]=[CH:9][CH:10]=2)[C:5]([CH2:15][CH2:16][CH3:17])([CH2:12][CH2:13][CH3:14])[C:4](=[O:18])[C:3]=1C(OCC)=O.C(C1(CCCC)C2C(=CC=CC=2)C(O)=C(C(OCC)=O)C1=O)CCC>>[CH2:15]([C:5]1([CH2:12][CH2:13][CH3:14])[C:6]2[C:11](=[CH:10][CH:9]=[CH:8][CH:7]=2)[C:2]([OH:1])=[CH:3][C:4]1=[O:18])[CH2:16][CH3:17]. Reactants: O.NN (Hydrazine hydrate), [Cl-].[NH4+] (ammonium chloride), [N+](=O)([O-])NC=1NCC(CN1)(C)C (2-nitroamino5,5-dimethyl-1,3-diazacyclohex-2-ene), O.NN (hydrazine hydrate). Run in C(CC)O (1-propanol). Reaction conditions: temperature 95 celsius, time 2 hour. Yields the product Cl.N(N)C=1NCC(CN1)(C)C (2-Hydrazino-5,5-Dimethyl-1,3-Diazacyclohex-2-ene Monohydrochloride). RXN SMILES: O.NN.[Cl-:4].[NH4+].[N+:6]([NH:9][C:10]1[NH:11][CH2:12][C:13]([CH3:17])([CH3:16])[CH2:14][N:15]=1)([O-])=O>C(O)CC>[ClH:4].[NH:9]([C:10]1[NH:15][CH2:14][C:13]([CH3:17])([CH3:16])[CH2:12][N:11]=1)[NH2:6] |f:0.1,2.3,6.7|. Reported procedure: Hydrazine hydrate (1.98 grams; 0.0396 mole) is added to a mixture of 1-propanol (50 mls), ammonium chloride (1.56 grams; 0.028 mole), and 2-nitroamino5,5-dimethyl-1,3-diazacyclohex-2-ene (5.0 grams; 0.029 mole). The resulting mixture is heated to 95° C. over a period of 20 minutes, and stirred thereat for 2 hours. Additional hydrazine hydrate (0.94 gram; 0.0187 mole) is then added to the reaction mixture, and heating at 95° C. is continued for an additional 24 hours. The slurry is then cooled to... Starting materials: CCCC(CO)NC(=O)OC(C)(C)C, ClCCl, O=C1NC(=O)c2ccccc21, CCOC(=O)N=NC(=O)OCC, c1ccc(P(c2ccccc2)c2ccccc2)cc1. The product is CCCC(CN1C(=O)c2ccccc2C1=O)NC(=O)OC(C)(C)C. RXN SMILES: [C:12]([CH3:13])([CH3:14])([CH3:15])[O:16][C:17]([NH:18][CH:19]([CH2:20][CH2:21][CH3:22])[CH2:23][OH:24])=[O:25].[Cl:57][CH2:58][Cl:59].[O:1]=[C:2]1[NH:3][C:4](=[O:5])[c:6]2[cH:7][cH:8][cH:9][cH:10][c:11]21.[O:45]=[C:46]([O:47][CH2:48][CH3:49])[N:50]=[N:51][C:52]([O:53][CH2:54][CH3:55])=[O:56].[c:26]1([P:27]([c:28]2[cH:29][cH:30][cH:31][cH:32][cH:33]2)[c:34]2[cH:35][cH:36][cH:37][cH:38][cH:39]2)[cH:40][cH:41][cH:42][cH:43][cH:44]1>>[O:1]=[C:2]1[N:3]([CH2:23][CH:19]([NH:18][C:17]([O:16][C:12]([CH3:13])([CH3:14])[CH3:15])=[O:25])[CH2:20][CH2:21][CH3:22])[C:4](=[O:5])[c:6]2[cH:7][cH:8][cH:9][cH:10][c:11]21. The reactants are stock solution, NCCC1=CC=C(C=C1)C1=CC=C(C=C1)C(CNS(=O)(=O)C(C)C)C (N-2-(4-(4-(2-aminoethyl)phenyl)phenyl)propyl 2-propanesulfonamide), COC1=CC=C(C(=O)Cl)C=C1 (4-methoxybenzoyl chloride). The product is COC1=CC=C(C(=O)NCCC2=CC=C(C=C2)C2=CC=C(C=C2)C(CNS(=O)(=O)C(C)C)C)C=C1 (N-2-(4-(4-(2-(4-methoxybenzamido)-ethyl)phenyl)phenyl)propyl 2-propanesulfonamide). As a reaction SMILES: [NH2:1][CH2:2][CH2:3][C:4]1[CH:9]=[CH:8][C:7]([C:10]2[CH:15]=[CH:14][C:13]([CH:16]([CH3:25])[CH2:17][NH:18][S:19]([CH:22]([CH3:24])[CH3:23])(=[O:21])=[O:20])=[CH:12][CH:11]=2)=[CH:6][CH:5]=1.[CH3:26][O:27][C:28]1[CH:36]=[CH:35][C:31]([C:32](Cl)=[O:33])=[CH:30][CH:29]=1>>[CH3:26][O:27][C:28]1[CH:36]=[CH:35][C:31]([C:32]([NH:1][CH2:2][CH2:3][C:4]2[CH:5]=[CH:6][C:7]([C:10]3[CH:15]=[CH:14][C:13]([CH:16]([CH3:25])[CH2:17][NH:18][S:19]([CH:22]([CH3:24])[CH3:23])(=[O:21])=[O:20])=[CH:12][CH:11]=3)=[CH:8][CH:9]=2)=[O:33])=[CH:30][CH:29]=1. Reported procedure: The title compound was prepared following the method of Example 147 and using 1 mL of a stock solution of 0.6 g (1.8 mmol) of material from Example 50 and 13 μL (0.11 mmol) 4-methoxybenzoyl chloride. NMR was consistent with the proposed compound. The solvent is O1CCCC1 (tetrahydrofuran), O1C(C(C(C1)CCN)CCN)CCN (tetrahydrofuran triethylamine), O (water). Procedure: To a solution (20 ml) of 2-(1H-indol-2-yl)thio-2-phenylpropionic acid (5.0 g) in anhydrous tetrahydrofuran triethylamine (1.7 g) was added. Thereafter, a solution (8 ml) of ethyl chloroformate (1.8 g) in anhydrous tetrahydrofuran was added dropwise under argon atmosphere with ice cooling. The mixture was stirred at that temperature for one hour. The deposited salt was filtered off to prepare a solution of a mixed acid anhydride in tetrahydrofuran. This mixed acid anhydride solution was added to ... RXN SMILES: [NH:1]1[C:9]2[C:4](=[CH:5][CH:6]=[CH:7][CH:8]=2)[CH:3]=[C:2]1[S:10][C:11]([C:16]1[CH:21]=[CH:20][CH:19]=[CH:18][CH:17]=1)([CH3:15])[C:12](O)=[O:13].ClC(OCC)=O.[BH4-].[Na+].Cl>O1CC(CCN)C(CCN)C1CCN.O1CCCC1.O>[NH:1]1[C:9]2[C:4](=[CH:5][CH:6]=[CH:7][CH:8]=2)[CH:3]=[C:2]1[S:10][C:11]([C:16]1[CH:21]=[CH:20][CH:19]=[CH:18][CH:17]=1)([CH3:15])[CH2:12][OH:13] |f:2.3|. Reactants: ClC(=O)OCC (ethyl chloroformate), Cl (hydrochloric acid), N1C(=CC2=CC=CC=C12)SC(C(=O)O)(C)C1=CC=CC=C1 (2-(1H-indol-2-yl)thio-2-phenylpropionic acid), mixed acid anhydride, [BH4-].[Na+] (sodium borohydride). Reaction conditions: time 1 hour. Isolated yield 50.4%. Product: N1C(=CC2=CC=CC=C12)SC(CO)(C)C1=CC=CC=C1 (2-(1H-indol-2-yl)thio-2-phenylpropanol).